This data is from the Open Reaction Database (ORD), a public repository of structured organic reaction records. The task is: describe an organic reaction: reactants, conditions, products, and yield Reactants: CC(=NO)c1ccc2c(c1)CCCN2C(=O)OC(C)(C)C, CO. RXN SMILES: [C:1]([CH3:2])([CH3:3])([CH3:4])[O:5][C:6](=[O:7])[N:8]1[CH2:9][CH2:10][CH2:11][c:12]2[cH:13][c:14]([C:18]([CH3:19])=[N:20][OH:21])[cH:15][cH:16][c:17]21.[CH3:22][OH:23]>>[C:1]([CH3:2])([CH3:3])([CH3:4])[O:5][C:6](=[O:7])[N:8]1[CH2:9][CH2:10][CH2:11][c:12]2[cH:13][c:14]([CH:18]([CH3:19])[NH2:20])[cH:15][cH:16][c:17]21. The product is CC(N)c1ccc2c(c1)CCCN2C(=O)OC(C)(C)C. Reactants: CC(=O)O, CCOC(=O)c1cn2c3c(c(F)c(F)c(N)c3c1=O)OCC2Cc1ccccc1, O, O=S(=O)(O)O. Yields the product Nc1c(F)c(F)c2c3c1c(=O)c(C(=O)O)cn3C(Cc1ccccc1)CO2. Reaction SMILES: [C:35]([OH:36])(=[O:37])[CH3:38].[NH2:1][c:2]1[c:3]([F:29])[c:4]([F:28])[c:5]2[c:6]3[n:7]([cH:18][c:19]([C:23](=[O:24])[O:25][CH2:26][CH3:27])[c:20](=[O:22])[c:21]13)[CH:8]([CH2:11][c:12]1[cH:13][cH:14][cH:15][cH:16][cH:17]1)[CH2:9][O:10]2.[OH2:39].[S:30](=[O:31])(=[O:32])([OH:33])[OH:34]>>[NH2:1][c:2]1[c:3]([F:29])[c:4]([F:28])[c:5]2[c:6]3[n:7]([cH:18][c:19]([C:23](=[O:24])[OH:25])[c:20](=[O:22])[c:21]13)[CH:8]([CH2:11][c:12]1[cH:13][cH:14][cH:15][cH:16][cH:17]1)[CH2:9][O:10]2. Reactants: CC(C)(CF)C(=O)C(Br)Oc1ccc(Cl)cc1Cl, CC#N, c1nc[nH]n1. The product is CC(C)(CF)C(=O)C(Oc1ccc(Cl)cc1Cl)n1cncn1. As a reaction SMILES: [Br:1][CH:2]([C:3]([C:4]([CH2:5][F:6])([CH3:7])[CH3:8])=[O:9])[O:10][c:11]1[c:12]([Cl:18])[cH:13][c:14]([Cl:17])[cH:15][cH:16]1.[CH3:24][C:25]#[N:26].[nH:19]1[n:20][cH:21][n:22][cH:23]1>>[CH:2]([C:3]([C:4]([CH2:5][F:6])([CH3:7])[CH3:8])=[O:9])([O:10][c:11]1[c:12]([Cl:18])[cH:13][c:14]([Cl:17])[cH:15][cH:16]1)[n:19]1[n:20][cH:21][n:22][cH:23]1.